This data is from the Open Reaction Database (ORD), a public repository of structured organic reaction records. The task is: describe an organic reaction: reactants, conditions, products, and yield The reactants are [Na] (sodium), ClC1=CC=C(C=C1)C=1SC(=C(N1)C)COCC1CN(CCC1)C1=C(C=O)C=CC=C1 (2-[3-[[2-(4-Chlorophenyl)-4-methylthiazol-5-yl]methoxymethyl]piperidin-1-yl]benzaldehyde), C([O-])(O)=O.[Na+] (sodium bicarbonate). The reagents and catalysts are [O-2].[O-2].[Mn+4] (manganese dioxide). Solvent: CO (methanol). Conditions: time 3 hour. Product: ClC1=CC=C(C=C1)C=1SC(=C(N1)C)COCC1CN(CCC1)C1=C(C(=O)OC)C=CC=C1 (Methyl 2-[3-[[2-(4-chlorophenyl)-4-methylthiazol-5-yl]methoxymethyl]piperidin-1-yl]benzoate). The yield is 58.0%. Reaction SMILES: [Cl:1][C:2]1[CH:7]=[CH:6][C:5]([C:8]2[S:9][C:10]([CH2:14][O:15][CH2:16][CH:17]3[CH2:22][CH2:21][CH2:20][N:19]([C:23]4[CH:30]=[CH:29][CH:28]=[CH:27][C:24]=4[CH:25]=[O:26])[CH2:18]3)=[C:11]([CH3:13])[N:12]=2)=[CH:4][CH:3]=1.[Na].[C:32](=O)(O)[O-:33].[Na+]>CO.[O-2].[O-2].[Mn+4]>[Cl:1][C:2]1[CH:3]=[CH:4][C:5]([C:8]2[S:9][C:10]([CH2:14][O:15][CH2:16][CH:17]3[CH2:22][CH2:21][CH2:20][N:19]([C:23]4[CH:30]=[CH:29][CH:28]=[CH:27][C:24]=4[C:25]([O:33][CH3:32])=[O:26])[CH2:18]3)=[C:11]([CH3:13])[N:12]=2)=[CH:6][CH:7]=1 |f:2.3,5.6.7,^1:30|. Procedure: 2-[3-[[2-(4-Chlorophenyl)-4-methylthiazol-5-yl]methoxymethyl]piperidin-1-yl]benzaldehyde (45.2 mg, 0.102 mmol) was dissolved in methanol (5 mL). To this solution, sodium cyamide (25.8 mg, 0.510 mmol) and manganese dioxide (88.7 mg, 1.02 mmol) were added and the mixture was stirred at room temperature for 3 hours. Subsequently, a saturated aqueous sodium bicarbonate solution was added and the mixture was filtered through Celite. The filtrate was extracted with ethyl acetate and the extract washed... Reactants: three, ClC=1C=C(N)C=C(C1Cl)Cl (3,4,5-trichloroaniline), C([O-])([O-])=O.[K+].[K+] (potassium carbonate), IC (iodomethane). Run in C(C)#N (acetonitrile). Reaction conditions: temperature 40 celsius, time 3 day. Product: CNC1=CC(=C(C(=C1)Cl)Cl)Cl (N-methyl-3,4,5-trichloraniline). The yield is 41.9%. Reaction SMILES: [Cl:1][C:2]1[CH:3]=[C:4]([CH:6]=[C:7]([Cl:10])[C:8]=1[Cl:9])[NH2:5].[C:11](=O)([O-])[O-].[K+].[K+].IC>C(#N)C>[CH3:11][NH:5][C:4]1[CH:3]=[C:2]([Cl:1])[C:8]([Cl:9])=[C:7]([Cl:10])[CH:6]=1 |f:1.2.3|. Procedure details: To a 100 mL three neck round bottom flask was added 3,4,5-trichloroaniline (1.96 g), potassium carbonate (1.66 g), acetonitrile (25 mL) and iodomethane (1.42 g). The reaction mixture was stirred at 40° C. for 3 days under nitrogen in the dark. The reaction mixture was then quenched with ethyl acetate (50 mL) and filtered. The residue was washed with ethyl acetate (3×20 mL). The filtrate and the washings were combined and washed with water (3×30 mL). The organic layer was then filtered through an... As a reaction SMILES: [CH3:1][C:2]1([CH3:14])[O:9][CH2:8][CH2:7][CH:6]2[N:3]1[C:4](=[O:13])[CH:5]2[N:10]=[N+]=[N-].[C:15]([O:18][CH2:19][CH3:20])(=[O:17])C>[Pd]>[CH3:1][C:2]1([CH3:14])[O:9][CH2:8][CH2:7][C@H:6]2[N:3]1[C:4](=[O:13])[C@@H:5]2[NH:10][C:15]([O:18][CH2:19][C:20]1[CH:8]=[CH:7][CH:6]=[CH:5][CH:4]=1)=[O:17]. Reactants: CC1(N2C(C(C2CCO1)N=[N+]=[N-])=O)C (2,2-dimethyl-7-azido-1-aza-3-oxabicyclo[4,2,0]octan-8-one), C(C)(=O)OCC (ethyl acetate). Procedure: In 20 ml of ethyl acetate is dissolved 940 mg of 2,2-dimethyl-7-azido-1-aza-3-oxabicyclo[4,2,0]octan-8-one (1:4 cis-trans mixture) and catalytic reduction is carried out using 300 mg of 10% palladium-on-carbon (wet). The catalyst is then filtered off and washed with ethyl acetate. The filtrate and washings are combined and concentrated to about 20 ml. Then, 4 ml of propylene oxide and 0.9 ml of carbobenzoxy chloride are added and the mixture is stirred at room temperature for 1.5 hours and conce... Reaction conditions: time 1.5 hour. Product: CC1(N2C([C@@H]([C@H]2CCO1)NC(=O)OCC1=CC=CC=C1)=O)C (cis-(2,2-dimethyl-7-benzyloxyformamido-1-aza-3-oxabicyclo[4,2,0]octan-8-one)). Reagents/catalysts: [Pd] (palladium-on-carbon). Starting materials: COC=1C(=CC=2CC(C3CCCCC3C2C1)C1=CC=C(C=C1)OC)C=O (3-Methoxy-9-(4-methoxy-phenyl)-4b,5,6,7,8,8a,9,10-octahydro-phenanthrene-2-carbaldehyde), C(=O)(OCC)C1=C(C=CC=C1)P(C1=CC=CC=C1)(C1=CC=CC=C1)=C (carboethoxy-methylene triphenylphosphorane), C(C)OCC (diethyl ether). The solvent is C1(=CC=CC=C1)C (toluene). Product: ethyl acetate hexanes, C(C)OC(C=CC1=CC=2CC(C3CCCCC3C2C=C1OC)C1=CC=C(C=C1)OC)=O (3-[3-Methoxy-9-(4-methoxy-phenyl)-4b,5,6,7,8,8a,9,10-octahydro-phenanthren-2-yl]-acrylic acid ethyl ester). Yield: 74.6%. RXN SMILES: [CH3:1][O:2][C:3]1[C:4](C=O)=[CH:5][C:6]2[CH2:7][CH:8]([C:17]3[CH:22]=[CH:21][C:20]([O:23][CH3:24])=[CH:19][CH:18]=3)[CH:9]3[CH:14]([C:15]=2[CH:16]=1)[CH2:13][CH2:12][CH2:11][CH2:10]3.[C:27]([C:32]1C=CC=C[C:33]=1P(=C)(C1C=CC=CC=1)C1C=CC=CC=1)([O:29][CH2:30][CH3:31])=[O:28].C(OCC)C>C1(C)C=CC=CC=1>[CH2:30]([O:29][C:27](=[O:28])[CH:32]=[CH:33][C:4]1[C:3]([O:2][CH3:1])=[CH:16][C:15]2[CH:14]3[CH:9]([CH2:10][CH2:11][CH2:12][CH2:13]3)[CH:8]([C:17]3[CH:18]=[CH:19][C:20]([O:23][CH3:24])=[CH:21][CH:22]=3)[CH2:7][C:6]=2[CH:5]=1)[CH3:31]. Procedure: Combine 3-Methoxy-9-(4-methoxy-phenyl)-4b,5,6,7,8,8a,9,10-octahydro-phenanthrene-2-carbaldehyde (1.77 g, 5.13 mmol), carboethoxy-methylene triphenylphosphorane (03.19 g, 9.03 mmol) in toluene (53 ml) and reflux 15 hours. Remove solvent in vacuo, slurry with diethyl ether and chromatograph the residue from the concentrated filtrate on silica gel with 20% ethyl acetate/hexanes, then 25% ethyl acetate/hexanes to yield the titled compound (1.61 g, 76%). MS m/z 421(M+1). Starting materials: [N+](=O)([O-])NC1=NC=C(C(N1)=O)CC=1C=NC(=CC1)OC (2-nitroamino-5-(6-methoxy-3-pyridylmethyl)-4-pyrimidone), S1C(=NC=C1)CSCCN (2-(2-thiazolylmethylthio) ethylamine). Run in C(C)O (ethanol). Product: S1C(=NC=C1)CSCCNC1=NC=C(C(N1)=O)CC=1C=NC(=CC1)OC (2-[2-(2-thiazolylmethylthio)ethylamino]-5-(6-methoxy-3-pyridylmethyl)-4-pyrimidone). Isolated yield 60.0%. As a reaction SMILES: [N+]([NH:4][C:5]1[NH:10][C:9](=[O:11])[C:8]([CH2:12][C:13]2[CH:14]=[N:15][C:16]([O:19][CH3:20])=[CH:17][CH:18]=2)=[CH:7][N:6]=1)([O-])=O.[S:21]1[CH:25]=[CH:24][N:23]=[C:22]1[CH2:26][S:27][CH2:28][CH2:29]N>C(O)C>[S:21]1[CH:25]=[CH:24][N:23]=[C:22]1[CH2:26][S:27][CH2:28][CH2:29][NH:4][C:5]1[NH:10][C:9](=[O:11])[C:8]([CH2:12][C:13]2[CH:14]=[N:15][C:16]([O:19][CH3:20])=[CH:17][CH:18]=2)=[CH:7][N:6]=1. Procedure details: An equimolar mixture of 2-nitroamino-5-(6-methoxy-3-pyridylmethyl)-4-pyrimidone and 2-(2-thiazolylmethylthio) ethylamine was refluxed in ethanol for 18 hours. The solid which crystallised out on cooling was recrystallised from ethanol to give 2-[2-(2-thiazolylmethylthio)ethylamino]-5-(6-methoxy-3-pyridylmethyl)-4-pyrimidone, m.p. 95-97° in 60% yield.